This data is from the Open Reaction Database (ORD), a public repository of structured organic reaction records. The task is: describe an organic reaction: reactants, conditions, products, and yield The reactants are BrC=1C(=CC(NC1)=O)C (5-bromo-4-methylpyridin-2(1H)-one), C(=O)([O-])[O-].[K+].[K+] (K2CO3), C(C=C)(=O)OC (methyl acrylate). Solvent: CN(C)C=O (DMF). Run at temperature 80 celsius, time 1 hour. Yields the product BrC=1C(=CC(N(C1)CCC(=O)OC)=O)C (Methyl 3-(5-bromo-4-methyl-2-oxopyridin-1(2H)-yl)propanoate). Reaction SMILES: [Br:1][C:2]1[C:3]([CH3:9])=[CH:4][C:5](=[O:8])[NH:6][CH:7]=1.C([O-])([O-])=O.[K+].[K+].[C:16]([O:20][CH3:21])(=[O:19])[CH:17]=[CH2:18]>CN(C=O)C>[Br:1][C:2]1[C:3]([CH3:9])=[CH:4][C:5](=[O:8])[N:6]([CH2:18][CH2:17][C:16]([O:20][CH3:21])=[O:19])[CH:7]=1 |f:1.2.3|. Procedure details: To a solution of 5-bromo-4-methylpyridin-2(1H)-one (1.0 g, 5.3 mmol) in DMF (10 mL), K2CO3 (1.5 g, 10.6 mmol) was added, followed by addition of methyl acrylate (0.91 g, 10.6 mmol) at 80° C. The mixture was stirred at 80° C. for 1 h. The mixture was allowed to cool to room temperature and then partitioned between ethyl acetate and water. The organic layer was washed with brine, dried over Na2SO4, filtered and concentrated in vacuo. The residue was used directly in the next step without further p...